This data is from the Open Reaction Database (ORD), a public repository of structured organic reaction records. The task is: describe an organic reaction: reactants, conditions, products, and yield The reactants are CC(OCC)=O (EA), CO (MeOH), C(C)(C)(C)OC(=O)NCCCC[C@@H](C(=O)N(CC1=CSC2=C1C=CC=C2)[C@H](C(OCC)OCC)C)NCC2C1=CC=CC=C1C=1C=CC=CC21 (6-tert-butoxycarbonylamino-2-(S)-(9H-fluoren-9-yl)methylamino-N—((S)-1,1-diethoxypropan-2-yl)-N-(benzothiophen-3-ylmethyl)hexanamide), C(C)(C)(C)OC(=O)NCCCC[C@@H](C(=O)N(CC1=CSC2=C1C=CC=C2)[C@H](C(OCC)OCC)C)NCC2C1=CC=CC=C1C=1C=CC=CC21 (6-tert-butoxycarbonylamino-2-(S)-(9H-fluoren-9-yl)methylamino-N—((S)-1,1-diethoxypropan-2-yl)-N-(benzothiophen-3-ylmethyl)hexanamide), N1CCCCC1 (piperidine). Solvent: C(Cl)Cl (DCM), C(Cl)Cl (DCM), C(Cl)Cl (DCM). Run at time 1.5 hour. Yields the product N[C@@H](CCCCNC(OC(C)(C)C)=O)C(=O)N([C@H](C(OCC)OCC)C)CC=1C2=C(SC1)C=CC=C2 (tert-butyl (S)-5-amino-6-((benzo[b]thiophen-3-ylmethyl)((S)-1,1-diethoxypropan-2-yl)amino)-6-oxohexylcarbamate). Yield: 83.1%. RXN SMILES: [C:1]([O:5][C:6]([NH:8][CH2:9][CH2:10][CH2:11][CH2:12][C@H:13]([NH:36]CC1C2C=CC=CC=2C2C1=CC=CC=2)[C:14]([N:16]([C@@H:27]([CH3:35])[CH:28]([O:32][CH2:33][CH3:34])[O:29][CH2:30][CH3:31])[CH2:17][C:18]1[C:22]2[CH:23]=[CH:24][CH:25]=[CH:26][C:21]=2[S:20][CH:19]=1)=[O:15])=[O:7])([CH3:4])([CH3:3])[CH3:2].N1CCCCC1.CC(=O)OCC.CO>C(Cl)Cl>[NH2:36][C@H:13]([C:14]([N:16]([CH2:17][C:18]1[C:22]2[CH:23]=[CH:24][CH:25]=[CH:26][C:21]=2[S:20][CH:19]=1)[C@@H:27]([CH3:35])[CH:28]([O:29][CH2:30][CH3:31])[O:32][CH2:33][CH3:34])=[O:15])[CH2:12][CH2:11][CH2:10][CH2:9][NH:8][C:6](=[O:7])[O:5][C:1]([CH3:3])([CH3:4])[CH3:2]. Procedure: 6-tert-butoxycarbonylamino-2-(S)-(9H-fluoren-9-yl)methylamino-N—((S)-1,1-diethoxypropan-2-yl)-N-(benzothiophen-3-ylmethyl)hexanamide (Compound III-15) 20.1 g (27 mmol) and piperidine 22.7 g (270 mmol) were added in DCM (90 ml). The mixture was stirred for 1.5 h at room temperature. The mixture was diluted with DCM (200 ml) and washed with water (150 ml×3). The solution was concentrated in vacuo. The residue was purified by column chromatography on silica gel with PE:EA=50:1 to DCM:MeOH=10:1 to g... Starting materials: [H][H] (hydrogen), CC=1C=CC(=C(C1)OC(C)C)[N+](=O)[O-] (5-Methyl-1-(1-methylethoxy)-2-nitrobenzene), [H][H] (hydrogen). Reagents/catalysts: [Pd] (palladium on charcoal). The solvent is CO (methanol). The product is CC1=CC(=C(C=C1)N)OC(C)C (4-methyl-2-(1-methylethoxy)benzenamine). RXN SMILES: [CH3:1][C:2]1[CH:3]=[CH:4][C:5]([N+:12]([O-])=O)=[C:6]([O:8][CH:9]([CH3:11])[CH3:10])[CH:7]=1.[H][H]>CO.[Pd]>[CH3:1][C:2]1[CH:3]=[CH:4][C:5]([NH2:12])=[C:6]([O:8][CH:9]([CH3:11])[CH3:10])[CH:7]=1. Procedure details: 5-Methyl-1-(1-methylethoxy)-2-nitrobenzene, 17.7 g (91 mmol), is dissolved in methanol, palladium on charcoal is added and the mixture is exposed to hydrogen gas until the required amount of hydrogen is absorbed. The mixture is worked up in the usual manner to give 15 g of 4-methyl-2-(1-methylethoxy)benzenamine.